This data is from the Open Reaction Database (ORD), a public repository of structured organic reaction records. The task is: describe an organic reaction: reactants, conditions, products, and yield Starting materials: [O-]P(=O)([O-])[O-].[K+].[K+].[K+] (K3PO4), ClC=1C=C2C3=C(NC2=CC1)CN(CC3)C (6-chloro-2-methyl-2,3,4,9-tetrahydro-1H-pyrido[3,4-b]indole), ClCC(=O)N1CCN(CC1)C(=O)OC(C)(C)C (tert-butyl 4-(2-chloroacetyl)piperazine-1-carboxylate). The reagents and catalysts are [Cu]I (CuI), N1[C@H](C(=O)O)CCC1 (L-proline). Solvent: CN(C=O)C (N,N-dimethylformamide), Cl (HCl), C(C)O (ethanol). Run at time 10 minute. Yields the product ClC=1C=C2C3=C(N(C2=CC1)CC(=O)N1CCNCC1)CN(CC3)C (2-(6-chloro-2-methyl-3,4-dihydro-1H-pyrido[3,4-b]indol-9(2H)-yl)-1-(piperazin-1-yl)ethanone), Cl (HCl). Isolated yield 487.6%. RXN SMILES: [Cl:1][C:2]1[CH:3]=[C:4]2[C:8](=[CH:9][CH:10]=1)[NH:7][C:6]1[CH2:11][N:12]([CH3:15])[CH2:13][CH2:14][C:5]2=1.[O-]P([O-])([O-])=O.[K+].[K+].[K+].[Cl:24][CH2:25][C:26]([N:28]1[CH2:33][CH2:32][N:31](C(OC(C)(C)C)=O)[CH2:30][CH2:29]1)=[O:27]>CN(C)C=O.Cl.C(O)C.[Cu]I.N1CCC[C@H]1C(O)=O>[Cl:1][C:2]1[CH:3]=[C:4]2[C:8](=[CH:9][CH:10]=1)[N:7]([CH2:25][C:26]([N:28]1[CH2:33][CH2:32][NH:31][CH2:30][CH2:29]1)=[O:27])[C:6]1[CH2:11][N:12]([CH3:15])[CH2:13][CH2:14][C:5]2=1.[ClH:24] |f:1.2.3.4|. Reported procedure: 6-chloro-2-methyl-2,3,4,9-tetrahydro-1H-pyrido[3,4-b]indole (100 mg, 0.45 mmol), was dissolved in N,N-dimethylformamide. CuI (9 mg, 0.045 mmol), L-proline (11 mg, 0.091 mmol), and K3PO4 (194 mg, 0.91 mmol) was added to the reaction mixture and stirred for 10 min at room temperature, followed by drop-wise addition of tert-butyl 4-(2-chloroacetyl)piperazine-1-carboxylate (143 mg, 0.54 mmol) and stirred at 90° C. for 12 h. After completion of the reaction, the reaction mixture was filtered through ... Reactants: FC(C(=O)O)(F)F.N[C@@H]1C(N(CC1)CC1=CC(=NC=C1)C#N)=O (4-(3-(S)-amino-2-oxopyrrolidin-1-ylmethyl)pyridine-2-carbonitrile trifluoroacetate), ClC1=CC2=C(SC(=C2C)S(=O)(=O)Cl)C=C1 (5-chloro-3-methyl-benzo[b]thiophene-2-sulfonyl chloride). Yields the product C(#N)C1=NC=CC(=C1)CN1C([C@H](CC1)NS(=O)(=O)C1=C(C2=C(S1)C=CC(=C2)Cl)C)=O (5-Chloro-3-methylbenzo[b]thiophene-2-sulfonic acid [1-(2-cyanopyridin-4-ylmethyl)-2-oxopyrrolidin-3-(S)-yl]amide). As a reaction SMILES: FC(F)(F)C(O)=O.[NH2:8][C@H:9]1[CH2:13][CH2:12][N:11]([CH2:14][C:15]2[CH:20]=[CH:19][N:18]=[C:17]([C:21]#[N:22])[CH:16]=2)[C:10]1=[O:23].[Cl:24][C:25]1[CH:38]=[CH:37][C:28]2[S:29][C:30]([S:33](Cl)(=[O:35])=[O:34])=[C:31]([CH3:32])[C:27]=2[CH:26]=1>>[C:21]([C:17]1[CH:16]=[C:15]([CH2:14][N:11]2[CH2:12][CH2:13][C@H:9]([NH:8][S:33]([C:30]3[S:29][C:28]4[CH:37]=[CH:38][C:25]([Cl:24])=[CH:26][C:27]=4[C:31]=3[CH3:32])(=[O:35])=[O:34])[C:10]2=[O:23])[CH:20]=[CH:19][N:18]=1)#[N:22] |f:0.1|. Procedure details: The title compound is prepared as described in EXAMPLE 125, Part C using 4-(3-(S)-amino-2-oxopyrrolidin-1-ylmethyl)pyridine-2-carbonitrile trifluoroacetate in place of 4-(3-(S)-amino-2-oxopyrrolidine-1-ylmethyl)-thiophene-2-carbonitrile hydrochloride and with 5-chloro-3-methyl-benzo[b]thiophene-2-sulfonyl chloride in place of 7-methoxynaphthalene-2-sulfonyl chloride. The crude product is purified by column chromatography eluting with gradient of 25% EtOAc/CH2Cl2 to 50% EtOAc/CH2Cl2 to afford the... Starting materials: CC(=O)O, Nc1ccccc1[N+](=O)[O-], O=C1OC(=O)c2ccccc21. Yields the product O=C1c2ccccc2C(=O)N1c1ccccc1[N+](=O)[O-]. RXN SMILES: [CH3:22][C:23](=[O:24])[OH:25].[N+:1](=[O:2])([O-:3])[c:4]1[c:5]([NH2:6])[cH:7][cH:8][cH:9][cH:10]1.[O:11]=[C:12]1[O:13][C:14](=[O:15])[c:16]2[cH:17][cH:18][cH:19][cH:20][c:21]21>>[N+:1](=[O:2])([O-:3])[c:4]1[c:5]([N:6]2[C:12](=[O:11])[c:21]3[c:16]([cH:17][cH:18][cH:19][cH:20]3)[C:14]2=[O:13])[cH:7][cH:8][cH:9][cH:10]1. Reactants: C(C)OC1=C(C(=[N+](C=C1)[O-])C)C (4-ethoxy-2,3-dimethylpyridine-1-oxide), C(C)(=O)OC(C)=O (acetic anhydride). Product: C(C)(=O)OCC1=NC=CC(=C1C)OCC (2-acetoxymethyl-3-methyl-4-ethoxy-pyridine). The yield is 98.4%. Reaction SMILES: [CH2:1]([O:3][C:4]1[CH:9]=[CH:8][N+:7]([O-])=[C:6]([CH3:11])[C:5]=1[CH3:12])[CH3:2].[C:13]([O:16]C(=O)C)(=[O:15])[CH3:14]>>[C:13]([O:16][CH2:11][C:6]1[C:5]([CH3:12])=[C:4]([O:3][CH2:1][CH3:2])[CH:9]=[CH:8][N:7]=1)(=[O:15])[CH3:14]. Reported procedure: To 22.9 g of 4-ethoxy-2,3-dimethylpyridine-1-oxide, 55.0 g (5.0 eq.) of acetic anhydride was added, and the mixture was allowed to react for 6 hours at 90 to 100° C. The acetic anhydride was distilled off, and the resulting concentrated residue was purified on a silica gel column, to obtain 28.2 g of 2-acetoxymethyl-3-methyl-4-ethoxy-pyridine as an oily matter. The reactants are Cl (HCl), COC1=C(C=C(C=C1)OC)N=C=S (2,5-Dimethoxyphenylisothiocyanate), [N-]=[N+]=[N-].[Na+] (sodium azide), O (water). Run in C(C)O (ethanol). Reaction conditions: time 3 hour. Yields the product COC1=C(C=C(C=C1)OC)N1N=NN=C1S (1-(2,5-dimethoxyphenyl)-5-mercaptotetrazole). The yield is 68.1%. As a reaction SMILES: [CH3:1][O:2][C:3]1[CH:8]=[CH:7][C:6]([O:9][CH3:10])=[CH:5][C:4]=1[N:11]=[C:12]=[S:13].[N-:14]=[N+:15]=[N-:16].[Na+].O.Cl>C(O)C>[CH3:1][O:2][C:3]1[CH:8]=[CH:7][C:6]([O:9][CH3:10])=[CH:5][C:4]=1[N:11]1[C:12]([SH:13])=[N:16][N:15]=[N:14]1 |f:1.2|. Reported procedure: 2,5-Dimethoxyphenylisothiocyanate (39 g, 0.22 mol) and sodium azide (14.3 g, 0.22 mol) were added to a mixture of water (150 ml) and ethanol (60 ml) and the mixture was heated on a steam bath to about 80° C. to 90° C. with stirring for 3 hours. The reaction mixture was cooled to room temperature and a 2N HCl solution (100 ml) was added. The raw crystals formed were collected by filtration and recrystallized from isopropanol to obtain 1-(2,5-dimethoxyphenyl)-5-mercaptotetrazole (35.7 g, yield 75%... Reactants: C1(=CC=C(C=C1)S(=O)(=O)OCCC1OC2=C(C1)C=CC=C2)C (2-p-toluenesulfonyloxyethyl-2,3-dihydrobenzofuran), [C-]#N.[K+] (potassium cyanide). Run in CS(=O)C (dimethyl sulfoxide). Product: C(#N)CCC1OC2=C(C1)C=CC=C2 (2-Cyanoethyl-2,3-dihydrobenzofuran). Yield: 92.6%. As a reaction SMILES: C1(C)C=CC(S(O[CH2:11][CH2:12][CH:13]2[CH2:17][C:16]3[CH:18]=[CH:19][CH:20]=[CH:21][C:15]=3[O:14]2)(=O)=O)=CC=1.[C-:23]#[N:24].[K+]>CS(C)=O>[C:23]([CH2:11][CH2:12][CH:13]1[CH2:17][C:16]2[CH:18]=[CH:19][CH:20]=[CH:21][C:15]=2[O:14]1)#[N:24] |f:1.2|. Reported procedure: Starting from 15.2 g (48 mmol) of 2-p-toluenesulfonyloxyethyl-2,3-dihydrobenzofuran (compound described in the U.S. Pat. No. 4,129,655) and 3.4 g (52 mmol) of potassium cyanide in 170 ml of dimethyl sulfoxide treated under the conditions described in step 5 of Example 7, 7.7 g of product were obtained in oil form. The reactants are C1(=CC=CC=C1)C(C1=CC=CC=C1)=NC1=NC=2CCCC(C2C=C1)(O)C (2-(diphenylmethyleneamino)-5-methyl-5,6,7,8-tetrahydroquinolin-5-ol), Cl (hydrochloric acid). Run in C1CCOC1 (THF). Run at time 20 minute. Yields the product NC1=NC=2CCCC(C2C=C1)(O)C (2-amino-5-methyl-5,6,7,8-tetrahydroquinolin-5-ol). As a reaction SMILES: C1(C(=[N:14][C:15]2[CH:24]=[CH:23][C:22]3[C:21]([CH3:26])([OH:25])[CH2:20][CH2:19][CH2:18][C:17]=3[N:16]=2)C2C=CC=CC=2)C=CC=CC=1.Cl>C1COCC1>[NH2:14][C:15]1[CH:24]=[CH:23][C:22]2[C:21]([CH3:26])([OH:25])[CH2:20][CH2:19][CH2:18][C:17]=2[N:16]=1. Reported procedure: To a solution of 2-(diphenylmethyleneamino)-5-methyl-5,6,7,8-tetrahydroquinolin-5-ol (180 mg, 0.526 mmol) in THF (20 ml) was added aqueous hydrochloric acid (2.0 M, 1.00 ml, 2.0 mmol). After 20 minutes, the reaction mixture was partially concentrated under reduced pressure to a volume of approximately 2 mL. The mixture was diluted with ethyl acetate (30 mL), saturated aqueous sodium bicarbonate solution (15 mL), saturated aqueous sodium carbonate (10 mL), and brine (15 mL). The layers were separ...